The task is: describe an organic reaction: reactants, conditions, products, and yield. This data is from the Open Reaction Database (ORD), a public repository of structured organic reaction records. The reactants are CC1=C(C(=O)C2=C(C(=O)O)C(=C(C(=C2Cl)Cl)Cl)Cl)C=CC(=C1)N(CC)CC (2-(2-methyl-4-(diethylamino)benzoyl)-3,4,5,6-tetrachlorobenzoic acid), C(C)N(C1=CC(=CC=C1)N(CC)CC)CC (N,N,N',N'-tetraethyl-m-phenylenediamine). Solvent: C(C)(=O)OC(C)=O (acetic anhydride). Yields the product C(C)N(C1=C(C=CC(=C1)N(CC)CC)C1(OC(=O)C2=C(C(=C(C(=C12)Cl)Cl)Cl)Cl)C1=C(C=C(C=C1)N(CC)CC)C)CC (3-(2,4-bis(diethylamino)phenyl)-3-(2-methyl-4-(diethylamino)phenyl)-4,5,6,7-tetrachlorophthalide). Isolated yield 52.4%. RXN SMILES: [CH3:1][C:2]1[CH:22]=[C:21]([N:23]([CH2:26][CH3:27])[CH2:24][CH3:25])[CH:20]=[CH:19][C:3]=1[C:4]([C:6]1[C:14]([Cl:15])=[C:13]([Cl:16])[C:12]([Cl:17])=[C:11]([Cl:18])[C:7]=1[C:8]([OH:10])=[O:9])=O.[CH2:28]([N:30]([CH2:42][CH3:43])[C:31]1[CH:36]=[CH:35][CH:34]=[C:33]([N:37]([CH2:40][CH3:41])[CH2:38][CH3:39])[CH:32]=1)[CH3:29]>C(OC(=O)C)(=O)C>[CH2:38]([N:37]([CH2:40][CH3:41])[C:33]1[CH:32]=[C:31]([N:30]([CH2:28][CH3:29])[CH2:42][CH3:43])[CH:36]=[CH:35][C:34]=1[C:4]1([C:3]2[CH:19]=[CH:20][C:21]([N:23]([CH2:24][CH3:25])[CH2:26][CH3:27])=[CH:22][C:2]=2[CH3:1])[C:6]2[C:7](=[C:11]([Cl:18])[C:12]([Cl:17])=[C:13]([Cl:16])[C:14]=2[Cl:15])[C:8](=[O:9])[O:10]1)[CH3:39]. Procedure details: A mixture of 2-(2-methyl-4-(diethylamino)benzoyl)-3,4,5,6-tetrachlorobenzoic acid (44.9 g.), N,N,N',N'-tetraethyl-m-phenylenediamine (29.7 g.) and acetic anhydride (50 ml.) was heated (at 85°-90° C.) during three hours. The resulting crystalline product was washed with methanol, slurried in hot ethanol and washed again with methanol, affording 3-(2,4-bis(diethylamino)phenyl)-3-(2-methyl-4-(diethylamino)phenyl)-4,5,6,7-tetrachlorophthalide (I: X=Y4 =(CH3CH2)2N, Y2 =CH3, Z4 =Z5 =Z6 =Z7 =Cl) (34.1 ... Reaction SMILES: [CH3:1][O:2][C:3]([C:5]1[C:6]([OH:31])=[C:7]2[C:12](=[C:13](Br)[N:14]=1)[N:11]([C@H:16]([C:18]1[CH:23]=[CH:22][CH:21]=[CH:20][CH:19]=1)[CH3:17])[C:10](=[O:24])[C:9]([C:25]1[CH:30]=[CH:29][CH:28]=[CH:27][CH:26]=1)=[CH:8]2)=[O:4].C([Sn](CCCC)(CCCC)[C:37]1[CH:38]=[N:39][CH:40]=[CH:41][CH:42]=1)CCC.CCOC(C)=O.Cl>CN(C=O)C.[Cl-].[Na+].O.Cl[Pd](Cl)([P](C1C=CC=CC=1)(C1C=CC=CC=1)C1C=CC=CC=1)[P](C1C=CC=CC=1)(C1C=CC=CC=1)C1C=CC=CC=1>[CH3:1][O:2][C:3]([C:5]1[C:6]([OH:31])=[C:7]2[C:12](=[C:13]([C:37]3[CH:38]=[N:39][CH:40]=[CH:41][CH:42]=3)[N:14]=1)[N:11]([C@H:16]([C:18]1[CH:23]=[CH:22][CH:21]=[CH:20][CH:19]=1)[CH3:17])[C:10](=[O:24])[C:9]([C:25]1[CH:30]=[CH:29][CH:28]=[CH:27][CH:26]=1)=[CH:8]2)=[O:4] |f:5.6.7,^1:68,87|. Isolated yield 39.3%. Conditions: temperature 120 celsius. The reagents and catalysts are Cl[Pd]([P](C1=CC=CC=C1)(C2=CC=CC=C2)C3=CC=CC=C3)([P](C4=CC=CC=C4)(C5=CC=CC=C5)C6=CC=CC=C6)Cl (PdCl2(PPh3)2). Reactants: COC(=O)C=1C(=C2C=C(C(N(C2=C(N1)Br)[C@@H](C)C1=CC=CC=C1)=O)C1=CC=CC=C1)O ((S)-8-bromo-5-hydroxy-2-oxo-3-phenyl-1-(1-phenyl-ethyl)-1,2-dihydro-[1,7]naphthyridine-6-carboxylic acid methyl ester), C(CCC)[Sn](C=1C=NC=CC1)(CCCC)CCCC (3-tributylstannanyl-pyridine), CCOC(=O)C (EtOAc), Cl (HCl). Product: COC(=O)C=1C(=C2C=C(C(N(C2=C(N1)C=1C=NC=CC1)[C@@H](C)C1=CC=CC=C1)=O)C1=CC=CC=C1)O ((S)-5-Hydroxy-2-oxo-3-phenyl-1-(1-phenyl-ethyl)-8-pyridin-3-yl-1,2-dihydro-[1,7]naphthyridine-6-carboxylic acid methyl ester). The solvent is CN(C)C=O (DMF), [Cl-].[Na+].O (brine). Procedure details: A mixture of (S)-8-bromo-5-hydroxy-2-oxo-3-phenyl-1-(1-phenyl-ethyl)-1,2-dihydro-[1,7]naphthyridine-6-carboxylic acid methyl ester (78 mg, 0.16 mmol), 3-tributylstannanyl-pyridine (0.078 mL, 0.24 mmol) and PdCl2(PPh3)2 (23 mg, 0.033 mmol) in 4 mL of DMF was heated at 120° C. for 3 h under nitrogen atmosphere. After the mixture was cooled to r.t., EtOAc and brine were added. 1 M HCl was added with stirring until pH was about 3-4. The aqueous layer was extracted with additional EtOAc, and the comb... Reactants: [Br-], CCN1CCC(=O)c2cccc(C(O[SiH](C)C)C(C)(C)C)c21, [Li]CCCC, C[P+](c1ccccc1)(c1ccccc1)c1ccccc1, C1CCOC1, O. The product is C=C1CCN(CC)c2c1cccc2C(O[SiH](C)C)C(C)(C)C. As a reaction SMILES: [Br-:29].[C:1]([CH3:2])([CH3:3])([CH3:4])[CH:5]([c:6]1[cH:7][cH:8][cH:9][c:10]2[c:15]1[N:14]([CH2:16][CH3:17])[CH2:13][CH2:12][C:11]2=[O:18])[O:19][SiH:20]([CH3:21])[CH3:22].[CH2:50]([Li:51])[CH2:52][CH2:53][CH3:54].[CH3:30][P+:31]([c:32]1[cH:33][cH:34][cH:35][cH:36][cH:37]1)([c:38]1[cH:39][cH:40][cH:41][cH:42][cH:43]1)[c:44]1[cH:45][cH:46][cH:47][cH:48][cH:49]1.[O:24]1[CH2:25][CH2:28][CH2:27][CH2:26]1.[OH2:23]>>[C:1]([CH3:2])([CH3:3])([CH3:4])[CH:5]([c:6]1[cH:7][cH:8][cH:9][c:10]2[c:15]1[N:14]([CH2:16][CH3:17])[CH2:13][CH2:12][C:11]2=[CH2:25])[O:19][SiH:20]([CH3:21])[CH3:22]. Reaction conditions: time 30 minute. Solvent: ClCCl (dichloromethane), O (water). Reaction SMILES: [Br:1][CH2:2][CH2:3][C:4]1[CH:16]=[CH:15][C:7]([O:8][CH2:9][C:10]([O:12][CH2:13][CH3:14])=[O:11])=[CH:6][C:5]=1[O:17][CH3:18].[Cl:19]OC(C)(C)C.S([O-])([O-])=O.[Na+].[Na+]>ClCCl.O>[Br:1][CH2:2][CH2:3][C:4]1[C:5]([O:17][CH3:18])=[CH:6][C:7]([O:8][CH2:9][C:10]([O:12][CH2:13][CH3:14])=[O:11])=[C:15]([Cl:19])[CH:16]=1 |f:2.3.4|. Reactants: BrCCC1=C(C=C(OCC(=O)OCC)C=C1)OC (ethyl 2-[4-(2-bromoethyl)-3-methoxyphenoxy]acetate), ClOC(C)(C)C (tert-butyl hypochlorite), S(=O)([O-])[O-].[Na+].[Na+] (sodium sulfite). Product: BrCCC1=CC(=C(OCC(=O)OCC)C=C1OC)Cl (ethyl 2-[4-(2-bromoethyl)-2-chloro-5-methoxyphenoxy]acetate). Reported procedure: To a stirred solution of ethyl 2-[4-(2-bromoethyl)-3-methoxyphenoxy]acetate (640 mg) in dichloromethane (4 ml) was added tert-butyl hypochlorite (251 μl) at room temperature, and the mixture was stirred for 30 minutes. To the reaction mixture was added a solution of sodium sulfite (504 mg) in water (2 ml) and the resulting mixture was stirred for 30 minutes at room temperature. The mixture was extracted with ethyl acetate. The organic layer was washed with brine and dried over anhydrous magnesiu... The reactants are ClC1=C(N=C(N1C=1C=C2C=CC(NC2=C(C1)C)=O)C)I (6-(5-chloro-4-iodo-2-methylimidazol-1-yl)-8-methyl-2-(1H)quinolone), cuprous cyanide, CN1C(CCC1)=O (1-methyl-2-pyrrolidone), N (ammonia). Reagents/catalysts: C(C)(=O)[O-].[Pd+2].C(C)(=O)[O-] (palladium acetate). Yields the product ClC1=C(N=C(N1C=1C=C2C=CC(NC2=C(C1)C)=O)C)C#N (6-(5-Chloro-4-cyano-2-methylimidazol-1-yl)-8-methyl-2-(1H)-quinolone). Reaction SMILES: [Cl:1][C:2]1[N:6]([C:7]2[CH:8]=[C:9]3[C:14](=[C:15]([CH3:17])[CH:16]=2)[NH:13][C:12](=[O:18])[CH:11]=[CH:10]3)[C:5]([CH3:19])=[N:4][C:3]=1I.N.[CH3:22][N:23]1CCCC1=O>C([O-])(=O)C.[Pd+2].C([O-])(=O)C>[Cl:1][C:2]1[N:6]([C:7]2[CH:8]=[C:9]3[C:14](=[C:15]([CH3:17])[CH:16]=2)[NH:13][C:12](=[O:18])[CH:11]=[CH:10]3)[C:5]([CH3:19])=[N:4][C:3]=1[C:22]#[N:23] |f:3.4.5|. Procedure details: A mixture of 6-(5-chloro-4-iodo-2-methylimidazol-1-yl)-8-methyl-2-(1H)quinolone (1.0 g), cuprous cyanide (0.45 g) and palladium acetate (0.09 g) in 1-methyl-2-pyrrolidone (5 cm3) was stirred and heated at 160° for 4 hours. The cooled mixture was poured into aqueous ammonia solution (30 cm3 ; S.G. 0.880) and extracted with ethyl acetate (3×150 cm3). The combined and dried (MgSO4) organic extracts were filtered and evaporated in vacuo and the residue was chromatographed on silica (Merck "MK 60.938... The reactants are FC(CS(=O)(=O)Cl)(F)F (2,2,2-trifluoroethylsulfonyl chloride), COC1=C(OC=2C=C(C=CC2)NCC=2C=NC=CC2)C=CC=C1 (N-(3-(2-methoxyphenoxy)phenyl)pyrid-3-ylmethylamine), C([O-])([O-])=O.[K+].[K+] (potassium carbonate). Run in ClCCCl.N1=CC=CC=C1 (1,2-dichloroethane pyridine). Conditions: temperature 5 celsius, time 1 hour. The product is COC1=C(OC=2C=C(C=CC2)N(S(=O)(=O)CC(F)(F)F)CC=2C=NC=CC2)C=CC=C1 (N-(3-(2-Methoxyphenoxy)phenyl)-N-(2,2,2-trifluoroethylsulfonyl)pyrid-3-ylmethylamine). Yield: 50.0%. RXN SMILES: [CH3:1][O:2][C:3]1[CH:23]=[CH:22][CH:21]=[CH:20][C:4]=1[O:5][C:6]1[CH:7]=[C:8]([NH:12][CH2:13][C:14]2[CH:15]=[N:16][CH:17]=[CH:18][CH:19]=2)[CH:9]=[CH:10][CH:11]=1.[F:24][C:25]([F:32])([F:31])[CH2:26][S:27](Cl)(=[O:29])=[O:28].C(=O)([O-])[O-].[K+].[K+]>ClCCCl.N1C=CC=CC=1>[CH3:1][O:2][C:3]1[CH:23]=[CH:22][CH:21]=[CH:20][C:4]=1[O:5][C:6]1[CH:7]=[C:8]([N:12]([CH2:13][C:14]2[CH:15]=[N:16][CH:17]=[CH:18][CH:19]=2)[S:27]([CH2:26][C:25]([F:32])([F:31])[F:24])(=[O:29])=[O:28])[CH:9]=[CH:10][CH:11]=1 |f:2.3.4,5.6|. Procedure details: The resultant N-(3-(2-methoxyphenoxy)phenyl)pyrid-3-ylmethylamine was dissolved in 2:1 1,2-dichloroethane/pyridine (6 mL) under nitrogen, cooled (5° C.), and treated with 2,2,2-trifluoroethylsulfonyl chloride (300 mg, 1.64 mmol). After one hour at 5° C., the mixture was allowed to warm to room temperature and stirred for 18 h. The product mixture was treated with anhydrous potassium carbonate (500 mg), stirred 30 min, filtered, and the filtrate concentrated in vacuo. The residue was chromatograp...